This data is from the Open Reaction Database (ORD), a public repository of structured organic reaction records. The task is: describe an organic reaction: reactants, conditions, products, and yield The reactants are C(C)O (ethanol), COC=1C=C2C(=CC=NC2=CC1OC)OC1=CC(=C(N)C=C1)F (4-[(6,7-Dimethoxy-4-quinolyl)oxy]-2-fluoroaniline), CC1=C(C=CC=C1)C(=O)N=C=S (2-methyl-1-benzenecarbonyl isothiocyanate). The solvent is C1(=CC=CC=C1)C (toluene). Conditions: time 2 hour. Product: COC=1C=C2C(=CC=NC2=CC1OC)OC1=CC(=C(C=C1)NC(=S)NC(C1=C(C=CC=C1)C)=O)F (N-{4-[(6,7-Dimethoxy-4-quinolyl)oxy]-2-fluorophenyl}-N′-(2-methylbenzoyl)thiourea). The yield is 85.0%. RXN SMILES: [CH3:1][O:2][C:3]1[CH:4]=[C:5]2[C:10](=[CH:11][C:12]=1[O:13][CH3:14])[N:9]=[CH:8][CH:7]=[C:6]2[O:15][C:16]1[CH:22]=[CH:21][C:19]([NH2:20])=[C:18]([F:23])[CH:17]=1.C(O)C.[CH3:27][C:28]1[CH:33]=[CH:32][CH:31]=[CH:30][C:29]=1[C:34]([N:36]=[C:37]=[S:38])=[O:35]>C1(C)C=CC=CC=1>[CH3:1][O:2][C:3]1[CH:4]=[C:5]2[C:10](=[CH:11][C:12]=1[O:13][CH3:14])[N:9]=[CH:8][CH:7]=[C:6]2[O:15][C:16]1[CH:22]=[CH:21][C:19]([NH:20][C:37]([NH:36][C:34](=[O:35])[C:29]2[CH:30]=[CH:31][CH:32]=[CH:33][C:28]=2[CH3:27])=[S:38])=[C:18]([F:23])[CH:17]=1. Procedure: 4-[(6,7-Dimethoxy-4-quinolyl)oxy]-2-fluoroaniline (50 mg) was dissolved in toluene (5 ml) and ethanol (1 ml) to prepare a solution. Commercially available 2-methyl-1-benzenecarbonyl isothiocyanate (50 μl) was then added to the solution, and the mixture was stirred at room temperature for 2 hr. The reaction solution was concentrated, and the residue was purified by chromatography on silica gel using chloroform/acetone for development to give the title compound (66 mg, yield 85%).